Dataset: the Open Reaction Database (ORD), a public repository of structured organic reaction records. Task: describe an organic reaction: reactants, conditions, products, and yield Starting materials: NC1=NN(C=C1C(=O)C1=CC=CC=C1)CC ((3-amino-1-ethyl-1H-pyrazol-4-yl)-phenyl-methanone), CC1=C(N=C(O1)C1=CC=CC=C1)COC1=CC=C(C=C1)S(=O)(=O)Cl (4-(5-methyl-2-phenyl-oxazol-4-ylmethoxy)-benzenesulfonyl chloride). Run in N1=CC=CC=C1 (pyridine), N1=CC=CC=C1 (pyridine). Reaction conditions: time 16 hour. The product is C(C1=CC=CC=C1)(=O)C=1C(=NN(C1)CC)NS(=O)(=O)C1=CC=C(C=C1)OCC=1N=C(OC1C)C1=CC=CC=C1 (N-(4-benzoyl-1-ethyl-1H-pyrazol-3-yl)-4-(5-methyl-2-phenyl-oxazol-4-ylmethoxy)-benzenesulfonamide). Reaction SMILES: [NH2:1][C:2]1[C:6]([C:7]([C:9]2[CH:14]=[CH:13][CH:12]=[CH:11][CH:10]=2)=[O:8])=[CH:5][N:4]([CH2:15][CH3:16])[N:3]=1.[CH3:17][C:18]1[O:22][C:21]([C:23]2[CH:28]=[CH:27][CH:26]=[CH:25][CH:24]=2)=[N:20][C:19]=1[CH2:29][O:30][C:31]1[CH:36]=[CH:35][C:34]([S:37](Cl)(=[O:39])=[O:38])=[CH:33][CH:32]=1>N1C=CC=CC=1>[C:7]([C:6]1[C:2]([NH:1][S:37]([C:34]2[CH:35]=[CH:36][C:31]([O:30][CH2:29][C:19]3[N:20]=[C:21]([C:23]4[CH:24]=[CH:25][CH:26]=[CH:27][CH:28]=4)[O:22][C:18]=3[CH3:17])=[CH:32][CH:33]=2)(=[O:38])=[O:39])=[N:3][N:4]([CH2:15][CH3:16])[CH:5]=1)(=[O:8])[C:9]1[CH:10]=[CH:11][CH:12]=[CH:13][CH:14]=1. Procedure: To a solution of the title A compound, (3-amino-1-ethyl-1H-pyrazol-4-yl)-phenyl-methanone (0.035 g, 0.16 mmol) in pyridine at RT, is added 4-(5-methyl-2-phenyl-oxazol-4-ylmethoxy)-benzenesulfonyl chloride (0.06 g, 0.16 mmol) in pyridine. The solution is stirred at RT for 16 h. The reaction mixture is concentrated, the residue is taken up into ethyl acetate, washed with 1 N HCl, water, saturated sodium bicarbonate and brine, dried over anhydrous magnesium sulfate, filtered and concentrated at red... The reactants are O (water), BrC=1C(=C(C=O)C=CC1)F (3-bromo-2-fluorobenzaldehyde), C([O-])([O-])=O.[K+].[K+] (potassium carbonate), CC(C)(C)S (2-methyl-2-propanethiol). Solvent: CN(C)C=O (DMF). Run at temperature 110 celsius. Product: BrC=1C(=C(C=O)C=CC1)SC(C)(C)C (3-bromo-2-tert-butylsulfanyl-benzaldehyde). The yield is 98.1%. RXN SMILES: [Br:1][C:2]1[C:3](F)=[C:4]([CH:7]=[CH:8][CH:9]=1)[CH:5]=[O:6].C(=O)([O-])[O-].[K+].[K+].[CH3:17][C:18]([SH:21])([CH3:20])[CH3:19].O>CN(C=O)C>[Br:1][C:2]1[C:3]([S:21][C:18]([CH3:20])([CH3:19])[CH3:17])=[C:4]([CH:7]=[CH:8][CH:9]=1)[CH:5]=[O:6] |f:1.2.3|. Procedure details: A mixture of 3-bromo-2-fluorobenzaldehyde (5.0 g, 25 mmol), potassium carbonate (4.0 g, 30 mmol) and 2-methyl-2-propanethiol (5.5 mL, 49 mmol) in dry DMF (25 mL) was heated to 110° C. in a sealed tube for 16 h. The reaction mixture was cooled to RT, added to water (100 mL) and extracted with DCM (3×50 mL). The combined organic fractions were washed with water (50 mL), dried, and evaporated to afford 6.7 g (98%) of the crude title compound which was used without further purification. 1H NMR (300 ... Reactants: CBr (MeBr), C(#N)C1=CC=C(C=C1)N1N=CC=C1C=1C(=C(C=2N(C1)N=C(N2)NC(CN(C)C)=O)C2=CC(=CC=C2)C(F)(F)F)C (N-[6-[2-(4-Cyano-phenyl)-2H-pyrazol-3-yl]-7-methyl-8-(3-trifluoromethyl-phenyl)-[1,2,4]triazolo[1,5-a]pyridin-2-yl]-2-dimethylamino-acetamide), CBr (MeBr). Run in CC#N (MeCN). Reaction conditions: time 18 hour. The product is [Br-].C(#N)C1=CC=C(C=C1)N1N=CC=C1C=1C(=C(C=2N(C1)N=C(N2)NC(=O)C[N+](C)(C)C)C2=CC(=CC=C2)C(F)(F)F)C ({[6-[2-(4-Cyano-phenyl)-2H-pyrazol-3-yl]-7-methyl-8-(3-trifluoromethyl-phenyl)-[1,2,4]triazolo[1,5-a]pyridin-2-ylcarbamoyl]-methyl}-trimethyl-ammonium bromide). RXN SMILES: [C:1]([C:3]1[CH:8]=[CH:7][C:6]([N:9]2[C:13]([C:14]3[C:15]([CH3:40])=[C:16]([C:30]4[CH:35]=[CH:34][CH:33]=[C:32]([C:36]([F:39])([F:38])[F:37])[CH:31]=4)[C:17]4[N:18]([N:20]=[C:21]([NH:23][C:24](=[O:29])[CH2:25][N:26]([CH3:28])[CH3:27])[N:22]=4)[CH:19]=3)=[CH:12][CH:11]=[N:10]2)=[CH:5][CH:4]=1)#[N:2].[CH3:41][Br:42]>CC#N>[Br-:42].[C:1]([C:3]1[CH:4]=[CH:5][C:6]([N:9]2[C:13]([C:14]3[C:15]([CH3:40])=[C:16]([C:30]4[CH:35]=[CH:34][CH:33]=[C:32]([C:36]([F:38])([F:37])[F:39])[CH:31]=4)[C:17]4[N:18]([N:20]=[C:21]([NH:23][C:24]([CH2:25][N+:26]([CH3:41])([CH3:28])[CH3:27])=[O:29])[N:22]=4)[CH:19]=3)=[CH:12][CH:11]=[N:10]2)=[CH:7][CH:8]=1)#[N:2] |f:3.4|. Procedure: N-[6-[2-(4-Cyano-phenyl)-2H-pyrazol-3-yl]-7-methyl-8-(3-trifluoromethyl-phenyl)-[1,2,4]triazolo[1,5-a]pyridin-2-yl]-2-dimethylamino-acetamide (Ex. 14, 10 mg, 0.018 mmol) was stirred in MeCN (0.5 mL) and a solution of MeBr (ca. 30% in MeCN, 0.01 mL) added, followed after 15 mins by a further MeBr solution (0.05 mL). The reaction mixture was stirred for 18 hrs before being concentrated in vacuo to give title compound as an off-white solid (11 mg). The reactants are ClCCl, CNC(=O)c1cn2cc(-c3cnc(N(C(=O)OC(C)(C)C)C(C)C)s3)cc(-c3ccccc3)c2n1, O=C(O)C(F)(F)F. Yields the product CNC(=O)c1cn2cc(-c3cnc(NC(C)C)s3)cc(-c3ccccc3)c2n1. Reaction SMILES: [CH2:43]([Cl:44])[Cl:45].[CH:1]([CH3:2])([CH3:3])[N:4]([C:5](=[O:6])[O:7][C:8]([CH3:9])([CH3:10])[CH3:11])[c:12]1[s:13][c:14](-[c:17]2[cH:18][c:19](-[c:30]3[cH:31][cH:32][cH:33][cH:34][cH:35]3)[c:20]3[n:21]([cH:22]2)[cH:23][c:24]([C:26]([NH:27][CH3:28])=[O:29])[n:25]3)[cH:15][n:16]1.[F:36][C:37]([F:38])([F:39])[C:40]([OH:41])=[O:42]>>[CH:1]([CH3:2])([CH3:3])[NH:4][c:12]1[s:13][c:14](-[c:17]2[cH:18][c:19](-[c:30]3[cH:31][cH:32][cH:33][cH:34][cH:35]3)[c:20]3[n:21]([cH:22]2)[cH:23][c:24]([C:26]([NH:27][CH3:28])=[O:29])[n:25]3)[cH:15][n:16]1. Solvent: COCCOC (DME), CCOC(=O)C (EtOAc), C([O-])(O)=O.[Na+] (sodium bicarbonate). Isolated yield 55.8%. The product is ClC=1C=CC(=NC1NCC1CCOCC1)C1=CC(=NC=C1Cl)F (5,5′-dichloro-2′-fluoro-N-((tetrahydro-2H-pyran-4-yl)methyl)-2,4′-bipyridin-6-amine). Procedure details: A mixture of 6-bromo-3-chloro-N-((tetrahydro-2H-pyran-4-yl)methyl)pyridin-2-amine (F, 200 mg, 0.654 mmol), 5-chloro-2-fluoropyridin-4-ylboronic acid (230 mg, 1.309 mmol), PdCl2(dppf).CH2Cl2 adduct (53.4 mg, 0.065 mmol) in DME (3 mL) and 2M aqueous sodium carbonate (3 mL, 6.00 mmol) was heated in a sealed tube at about 103° C. for 16 hr. The reaction mixture was cooled to ambient temperature, diluted with EtOAc (˜100 mL) and saturated aqueous sodium bicarbonate solution. The organic layer was sep... Reagents/catalysts: C1=CC=C(C=C1)P([C-]2C=CC=C2)C3=CC=CC=C3.C1=CC=C(C=C1)P([C-]2C=CC=C2)C3=CC=CC=C3.Cl[Pd]Cl.[Fe+2] (PdCl2(dppf)). The reactants are C(Cl)Cl (CH2Cl2), C([O-])([O-])=O.[Na+].[Na+] (sodium carbonate), BrC1=CC=C(C(=N1)NCC1CCOCC1)Cl (6-bromo-3-chloro-N-((tetrahydro-2H-pyran-4-yl)methyl)pyridin-2-amine), ClC=1C(=CC(=NC1)F)B(O)O (5-chloro-2-fluoropyridin-4-ylboronic acid). Reaction SMILES: Br[C:2]1[N:7]=[C:6]([NH:8][CH2:9][CH:10]2[CH2:15][CH2:14][O:13][CH2:12][CH2:11]2)[C:5]([Cl:16])=[CH:4][CH:3]=1.[Cl:17][C:18]1[C:19](B(O)O)=[CH:20][C:21]([F:24])=[N:22][CH:23]=1.C(Cl)Cl.C(=O)([O-])[O-].[Na+].[Na+]>COCCOC.CCOC(C)=O.C(=O)(O)[O-].[Na+].C1C=CC(P(C2C=CC=CC=2)[C-]2C=CC=C2)=CC=1.C1C=CC(P(C2C=CC=CC=2)[C-]2C=CC=C2)=CC=1.Cl[Pd]Cl.[Fe+2]>[Cl:16][C:5]1[CH:4]=[CH:3][C:2]([C:19]2[C:18]([Cl:17])=[CH:23][N:22]=[C:21]([F:24])[CH:20]=2)=[N:7][C:6]=1[NH:8][CH2:9][CH:10]1[CH2:15][CH2:14][O:13][CH2:12][CH2:11]1 |f:3.4.5,8.9,10.11.12.13|. Starting materials: BrNC1=CC=CC=C1 (bromoaniline), ClC(C(O)O)(Cl)Cl (chloral hydrate), Cl.NO (hydroxylamine hydrochloride), piperazinyl, 5a-5f, BrN1C(NCC2=CC=CC=C12)=O (bromo-3,4-dihydroquinazolin-2(1H)-one), N1(CCNCC1)C(=O)OC(C)(C)C (tert-butyl piperazine-1-carboxylate), intermediate 16, BrN1C(NCC2=CC=CC=C12)=O (bromo-3,4-dihydroquinazolin-2(1H)-one). The product is C1=CC=C(C=C1)NC(=O)/C=N/O (isonitrosoacetanilide). RXN SMILES: Br[N:2]1[C:11]2[C:6](=[CH:7][CH:8]=[CH:9][CH:10]=2)CN[C:3]1=[O:12].[N:13]1([C:19](OC(C)(C)C)=O)CCNCC1.BrNC1C=CC=CC=1.ClC(Cl)(Cl)C(O)[OH:37].Cl.NO>>[CH:8]1[CH:9]=[CH:10][C:11]([NH:2][C:3](/[CH:19]=[N:13]/[OH:37])=[O:12])=[CH:6][CH:7]=1 |f:4.5|. Procedure details: Referring to FIG. 1, the synthesis of piperazinyl compounds 5a-5f required the key intermediate 16, which was envisioned to be synthesized by Buchwald-Hartwig reaction of bromo-3,4-dihydroquinazolin-2(1H)-one 13 with tert-butyl piperazine-1-carboxylate. Therefore, preparation of 13 was commenced with the reaction of bromoaniline 7 with chloral hydrate and hydroxylamine hydrochloride to afford the corresponding isonitrosoacetanilide 8, which, in turn, was heated in concentrated sulfuric acid to a... Reactants: BrC1=C2CCC(C2=CC=C1)=O (4-bromo-2,3-dihydro-1H-inden-1-one), Cl.NO (hydroxylamine hydrochloride). Run in CO (MeOH). Conditions: time 20 minute. Yields the product BrC1=C2CCC(C2=CC=C1)=NO (4-Bromo-2,3-dihydro-1H-inden-1-one oxime). Yield: 99.0%. RXN SMILES: [Br:1][C:2]1[CH:10]=[CH:9][CH:8]=[C:7]2[C:3]=1[CH2:4][CH2:5][C:6]2=O.Cl.[NH2:13][OH:14]>CO>[Br:1][C:2]1[CH:10]=[CH:9][CH:8]=[C:7]2[C:3]=1[CH2:4][CH2:5][C:6]2=[N:13][OH:14] |f:1.2|. Procedure: To a solution of 4-bromo-2,3-dihydro-1H-inden-1-one (3.00 g, 14.21 mmol) in MeOH (40 mL) was added hydroxylamine hydrochloride (3.95 g, 56.9 mmol). The resulting mixture was refluxed for 1 h and concentrated in vacuo. The resulting residue was partitioned between DCM and 50% saturated NaHCO3, and stirred vigorously for 20 min. The organic layer was separated, dried over anhydrous Na2SO4, filtered and concentrated to afford the title compound (3.18 g, 99% yield) as a pale yellow solid. LCMS, [M+H... Reactants: CC(C)=CCCC(C)=CC=O (citral). Reagents/catalysts: [Ni] (Raney nickel). The solvent is CC(=O)N(C)C (DMA). The product is CC(C)=CCCC(C)CCO (Citronellol). Reaction SMILES: [CH3:1][C:2](=[CH:4][CH2:5][CH2:6][C:7](=[CH:9][CH:10]=[O:11])[CH3:8])[CH3:3]>[Ni].CC(N(C)C)=O>[CH3:1][C:2](=[CH:4][CH2:5][CH2:6][CH:7]([CH2:9][CH2:10][OH:11])[CH3:8])[CH3:3]. Procedure details: Apparently, the hydrogenation in the presence of Raney nickel is slow (18% citral remaining after 61/2 hours) and accompanied by a substantial amount of DMA. Starting materials: COC(=O)C(Br)c1ccccc1, CC(=O)N1CCc2ccc(N(C(=O)C=Cc3ccccc3)C3CCNCC3)cc21, O=C([O-])[O-], ClCCl, [Na+], [Na+], CN(C)C=O, O. The product is COC(=O)C(c1ccccc1)N1CCC(N(C(=O)C=Cc2ccccc2)c2ccc3c(c2)N(C(C)=O)CC3)CC1. RXN SMILES: [Br:36][CH:37]([C:38](=[O:39])[O:40][CH3:41])[c:42]1[cH:43][cH:44][cH:45][cH:46][cH:47]1.[C:1]([CH3:2])(=[O:3])[N:4]1[CH2:5][CH2:6][c:7]2[cH:8][cH:9][c:10]([N:13]([C:14]([CH:15]=[CH:16][c:17]3[cH:18][cH:19][cH:20][cH:21][cH:22]3)=[O:23])[CH:24]3[CH2:25][CH2:26][NH:27][CH2:28][CH2:29]3)[cH:11][c:12]21.[C:30](=[O:31])([O-:32])[O-:33].[Cl:54][CH2:55][Cl:56].[Na+:34].[Na+:35].[O:49]=[CH:50][N:51]([CH3:52])[CH3:53].[OH2:48]>>[C:1]([CH3:2])(=[O:3])[N:4]1[CH2:5][CH2:6][c:7]2[cH:8][cH:9][c:10]([N:13]([C:14]([CH:15]=[CH:16][c:17]3[cH:18][cH:19][cH:20][cH:21][cH:22]3)=[O:23])[CH:24]3[CH2:25][CH2:26][N:27]([CH:37]([C:38](=[O:39])[O:40][CH3:41])[c:42]4[cH:43][cH:44][cH:45][cH:46][cH:47]4)[CH2:28][CH2:29]3)[cH:11][c:12]21.